This data is from the Open Reaction Database (ORD), a public repository of structured organic reaction records. The task is: describe an organic reaction: reactants, conditions, products, and yield The reactants are CC(C)(COc1ccccc1)NC(=O)OC(C)(C)C, CC(C)(COS(C)(=O)=O)NC(=O)OC(C)(C)C, CC(C)CS. Product: CC(C)CSCC(C)(C)NC(=O)OC(C)(C)C. As a reaction SMILES: [CH3:18][C:19]([NH:20][C:21](=[O:22])[O:23][C:24]([CH3:25])([CH3:26])[CH3:27])([CH3:28])[CH2:29][O:30][c:31]1[cH:32][cH:33][cH:34][cH:35][cH:36]1.[CH3:1][S:2]([O:3][CH2:6][C:7]([CH3:8])([CH3:9])[NH:10][C:11](=[O:12])[O:13][C:14]([CH3:15])([CH3:16])[CH3:17])(=[O:4])=[O:5].[CH3:37][CH:38]([CH2:39][SH:40])[CH3:41]>>[CH2:6]([C:7]([CH3:8])([CH3:9])[NH:10][C:11](=[O:12])[O:13][C:14]([CH3:15])([CH3:16])[CH3:17])[S:40][CH2:39][CH:38]([CH3:37])[CH3:41]. Starting materials: [BH4-].[Na+] (Sodium borohydride), BrC=1C=C2C(=CNC(C2=CC1)=O)S (6-bromo-4-sulfanylisoquinolin-1(2H)-one), [Si](C1=CC=CC=C1)(C1=CC=CC=C1)(C(C)(C)C)OC[C@H]1N(CC[C@H](C1)OS(=O)(=O)C)C(=O)OC(C)(C)C (tert-Butyl (2S,4R)-2-({[tert-butyl(diphenyl)silyl]oxy}methyl)-4-[(methylsulfonyl)-oxy]piperidine-1-carboxylate), C([O-])([O-])=O.[K+].[K+] (potassium carbonate). Run in C(C)O (ethanol), C(C)O (ethanol). Run at time 10 minute. The product is BrC=1C=C2C(=CNC(C2=CC1)=O)S[C@@H]1C[C@H](N(CC1)C(=O)OC(C)(C)C)CO[Si](C1=CC=CC=C1)(C1=CC=CC=C1)C(C)(C)C (tert-Butyl (2S,4S)-4-[(6-bromo-1-oxo-1,2-dihydroisoquinolin-4-yl)sulfanyl]-2-({[tert-butyl(diphenyl)silyl]oxy}methyl)piperidine-1-carboxylate). Isolated yield 45.6%. As a reaction SMILES: [BH4-].[Na+].[Br:3][C:4]1[CH:5]=[C:6]2[C:11](=[CH:12][CH:13]=1)[C:10](=[O:14])[NH:9][CH:8]=[C:7]2[SH:15].[Si:16]([O:33][CH2:34][C@@H:35]1[CH2:40][C@H:39](OS(C)(=O)=O)[CH2:38][CH2:37][N:36]1[C:46]([O:48][C:49]([CH3:52])([CH3:51])[CH3:50])=[O:47])([C:29]([CH3:32])([CH3:31])[CH3:30])([C:23]1[CH:28]=[CH:27][CH:26]=[CH:25][CH:24]=1)[C:17]1[CH:22]=[CH:21][CH:20]=[CH:19][CH:18]=1.C(=O)([O-])[O-].[K+].[K+]>C(O)C>[Br:3][C:4]1[CH:5]=[C:6]2[C:11](=[CH:12][CH:13]=1)[C:10](=[O:14])[NH:9][CH:8]=[C:7]2[S:15][C@H:39]1[CH2:38][CH2:37][N:36]([C:46]([O:48][C:49]([CH3:51])([CH3:50])[CH3:52])=[O:47])[C@H:35]([CH2:34][O:33][Si:16]([C:29]([CH3:32])([CH3:31])[CH3:30])([C:23]2[CH:28]=[CH:27][CH:26]=[CH:25][CH:24]=2)[C:17]2[CH:22]=[CH:21][CH:20]=[CH:19][CH:18]=2)[CH2:40]1 |f:0.1,4.5.6|. Procedure: Sodium borohydride (97 mg) was added to a degassed solution of 6-bromo-4-sulfanylisoquinolin-1(2H)-one (Example 58a, 0.54 g) in ethanol (20 mL) at room temperature with effervescence. The resulting mixture was stirred at room temperature for 10 min before being heating to 85° C. A degassed solution of tert-Butyl (2S,4R)-2-({[tert-butyl(diphenyl)silyl]oxy}methyl)-4-[(methylsulfonyl)-oxy]piperidine-1-carboxylate (Example 67d, 1.17 g) in ethanol (3 mL) and potassium carbonate (0.353 g) were added t... Starting materials: ClC(Cl)(Cl)Cl, CC(=O)c1ccc(C)cc1, CC(C)(C#N)N=NC(C)(C)C#N, O=C1CCC(=O)N1Br. Product: CC(=O)c1ccc(CBr)cc1. As a reaction SMILES: [C:31]([Cl:32])([Cl:33])([Cl:34])[Cl:35].[CH3:1][c:2]1[cH:3][cH:4][c:5]([C:8]([CH3:9])=[O:10])[cH:6][cH:7]1.[N:19]#[C:20][C:21]([N:22]=[N:23][C:24]([C:25]#[N:26])([CH3:27])[CH3:28])([CH3:29])[CH3:30].[O:11]=[C:12]1[N:13]([Br:18])[C:14](=[O:15])[CH2:16][CH2:17]1>>[CH2:1]([c:2]1[cH:3][cH:4][c:5]([C:8]([CH3:9])=[O:10])[cH:6][cH:7]1)[Br:18]. Starting materials: ClC1=C(C=NC2=CC3=C(C=C12)C=C(C(=C3)OCCN3CCOCC3)OC)C#N (4-chloro-7-methoxy-8-(2-morpholin-4-yl-ethoxy)benzo[g]quinoline-3-carbonitrile), ClC=1C=C(C=CC1SC=1N(C=CN1)C)N (3-chloro-4(1-methyl-1H-imidazol-2-ylsulfanyl)phenylamine), Cl.N1=CC=CC=C1 (pyridine hydrochloride), crude mixture, sodium bicarbonate ice. Run in C(C)OCCO (2-ethoxyethanol), CCOCC (ether). Conditions: temperature 120 celsius, time 45 minute. The product is ClC=1C=C(C=CC1SC=1N(C=CN1)C)NC1=C(C=NC2=CC3=C(C=C12)C=C(C(=C3)OCCN3CCOCC3)OC)C#N (4-[3-chloro-4-(1-methyl-1H-imidazol-2-ylsulfanyl)phenylamino]-7-methoxy-8-(2-morpholin-4-yl-ethoxy)benzo[g]quinoline-3-carbonitrile). Isolated yield 59.1%. RXN SMILES: Cl[C:2]1[C:11]2[C:6](=[CH:7][C:8]3[CH:15]=[C:14]([O:16][CH2:17][CH2:18][N:19]4[CH2:24][CH2:23][O:22][CH2:21][CH2:20]4)[C:13]([O:25][CH3:26])=[CH:12][C:9]=3[CH:10]=2)[N:5]=[CH:4][C:3]=1[C:27]#[N:28].[Cl:29][C:30]1[CH:31]=[C:32]([NH2:43])[CH:33]=[CH:34][C:35]=1[S:36][C:37]1[N:38]([CH3:42])[CH:39]=[CH:40][N:41]=1.Cl.N1C=CC=CC=1>C(OCCO)C.CCOCC>[Cl:29][C:30]1[CH:31]=[C:32]([NH:43][C:2]2[C:11]3[C:6](=[CH:7][C:8]4[CH:15]=[C:14]([O:16][CH2:17][CH2:18][N:19]5[CH2:20][CH2:21][O:22][CH2:23][CH2:24]5)[C:13]([O:25][CH3:26])=[CH:12][C:9]=4[CH:10]=3)[N:5]=[CH:4][C:3]=2[C:27]#[N:28])[CH:33]=[CH:34][C:35]=1[S:36][C:37]1[N:38]([CH3:42])[CH:39]=[CH:40][N:41]=1 |f:2.3|. Procedure details: A mixture of 1.98 g (4.98 mmol) of 4-chloro-7-methoxy-8-(2-morpholin-4-yl-ethoxy)benzo[g]quinoline-3-carbonitrile, 1.31 g (5.47 mmol) of 3-chloro-4(1-methyl-1H-imidazol-2-ylsulfanyl)phenylamine and 0.6 g (5.2 mmol) of pyridine hydrochloride in 2-ethoxyethanol is heated at 120° C. for 1.25 hours, then cooled. The crude mixture is poured into a solution of saturated sodium bicarbonate/ice and stirred for 45 minutes. The resulting solid is collected by filtration, then washed with water, ether and ... Starting materials: BrC1=CC=C(C(=O)NC=2C(NC=C(C2)C2=CC=NC=C2)=O)C=C1 (4-Bromo-N-(1,2-dihydro-2-oxo-5-(pyridin-4-yl)pyridin-3-yl)benzamide), N1CCCCC1 (piperidine). Run in CN1CCCC1=O (NMP). Conditions: temperature 160 celsius. Product: O=C1NC=C(C=C1NC(C1=CC=C(C=C1)N1CCCCC1)=O)C1=CC=NC=C1 (N-(1,2-dihydro-2-oxo-5-(pyridin-4-yl)pyridin-3-yl)-4-(piperidin-1-yl)benzamide). Yield: 43.0%. RXN SMILES: Br[C:2]1[CH:23]=[CH:22][C:5]([C:6]([NH:8][C:9]2[C:10](=[O:21])[NH:11][CH:12]=[C:13]([C:15]3[CH:20]=[CH:19][N:18]=[CH:17][CH:16]=3)[CH:14]=2)=[O:7])=[CH:4][CH:3]=1.[NH:24]1[CH2:29][CH2:28][CH2:27][CH2:26][CH2:25]1>CN1C(=O)CCC1>[O:21]=[C:10]1[C:9]([NH:8][C:6](=[O:7])[C:5]2[CH:22]=[CH:23][C:2]([N:24]3[CH2:29][CH2:28][CH2:27][CH2:26][CH2:25]3)=[CH:3][CH:4]=2)=[CH:14][C:13]([C:15]2[CH:20]=[CH:19][N:18]=[CH:17][CH:16]=2)=[CH:12][NH:11]1. Procedure details: 4-Bromo-N-(1,2-dihydro-2-oxo-5-(pyridin-4-yl)pyridin-3-yl)benzamide (30 mg, 0.081 mmol) I-20 was placed in a microwave tube equipped with a stirrer bar. NMP (0.75 mL) was added, followed by piperidine (1.5 mL). The reaction vessel was heated at 160° C. for 2 hours in a microwave. After cooling, the solvent and excess piperidine were removed in vacuo. The crude compound was recrystallized from methanol to give the title compound as a white solid (13 mg, 43% yield).). MS (ES+) m/e=375. 1H NMR (DMS...